This data is from the Open Reaction Database (ORD), a public repository of structured organic reaction records. The task is: describe an organic reaction: reactants, conditions, products, and yield Starting materials: C(C)(=O)NC1=C(N(C2=CC(=CC=C12)Cl)C(=O)OCC)C(C1=CC=CC=C1)=O (3-acetylamino-2-benzoyl-6-chloro-1-(ethoxycarbonyl)indole), BrCC(=O)OC (methyl bromoacetate). The product is C(C)(=O)N(CC(=O)OC)C1=C(N(C2=CC(=CC=C12)Cl)C(=O)OCC)C(C1=CC=CC=C1)=O (3-(N-Acetyl-N-methoxycarbonylmethylamino)-2-benzoyl-6-chloro-1-(ethoxycarbonyl)indole). Reaction SMILES: [C:1]([NH:4][C:5]1[C:13]2[C:8](=[CH:9][C:10]([Cl:14])=[CH:11][CH:12]=2)[N:7]([C:15]([O:17][CH2:18][CH3:19])=[O:16])[C:6]=1[C:20](=[O:27])[C:21]1[CH:26]=[CH:25][CH:24]=[CH:23][CH:22]=1)(=[O:3])[CH3:2].Br[CH2:29][C:30]([O:32][CH3:33])=[O:31]>>[C:1]([N:4]([C:5]1[C:13]2[C:8](=[CH:9][C:10]([Cl:14])=[CH:11][CH:12]=2)[N:7]([C:15]([O:17][CH2:18][CH3:19])=[O:16])[C:6]=1[C:20](=[O:27])[C:21]1[CH:22]=[CH:23][CH:24]=[CH:25][CH:26]=1)[CH2:29][C:30]([O:32][CH3:33])=[O:31])(=[O:3])[CH3:2]. Procedure: The title compound was prepared according to the procedure described in Example 146 from 3-acetylamino-2-benzoyl-6-chloro-1-(ethoxycarbonyl)indole (Example 2, step 2) and methyl bromoacetate. The reactants are COC1=C2C(=C(N=C1)N1N=C(N=C1)CO)NC=C2 ((1-(4-methoxy-1H-pyrrolo[2,3-c]pyridin-7-yl)-1H-1,2,4-triazol-3-yl)methanol), C(C)[Mg]Br (ethylmagnesium bromide), ClC(C(=O)OCC)=O (ethyl 2-chloro-2-oxoacetate), N1=CC=CC=C1 (pyridine). Run in C1CCOC1 (THF). Conditions: temperature -40 celsius, time 30 minute. Yields the product OCC1=NN(C=N1)C=1N=CC(=C2C1NC=C2C(C(=O)OCC)=O)OC (ethyl 2-(7-(3-(hydroxymethyl)-1H-1,2,4-triazol-1-yl)-4-methoxy-1H-pyrrolo[2,3-c]pyridin-3-yl)-2-oxoacetate). The yield is 71.2%. Reaction SMILES: [CH3:1][O:2][C:3]1[CH:8]=[N:7][C:6]([N:9]2[CH:13]=[N:12][C:11]([CH2:14][OH:15])=[N:10]2)=[C:5]2[NH:16][CH:17]=[CH:18][C:4]=12.C([Mg]Br)C.N1C=CC=CC=1.Cl[C:30](=[O:36])[C:31]([O:33][CH2:34][CH3:35])=[O:32]>C1COCC1>[OH:15][CH2:14][C:11]1[N:12]=[CH:13][N:9]([C:6]2[N:7]=[CH:8][C:3]([O:2][CH3:1])=[C:4]3[C:18]([C:30](=[O:36])[C:31]([O:33][CH2:34][CH3:35])=[O:32])=[CH:17][NH:16][C:5]=23)[N:10]=1. Procedure: To a solution of (1-(4-methoxy-1H-pyrrolo[2,3-c]pyridin-7-yl)-1H-1,2,4-triazol-3-yl)methanol (70 mg, 0.285 mmol) in THF (5 mL) was added ethylmagnesium bromide (1.284 mL, 1.284 mmol) at −40° C. After stirring at −5° C. for 1H, pyridine (0.012 mL, 0.143 mmol) was added quickly. The mixture was cooled to −40° C. and ethyl 2-chloro-2-oxoacetate (0.130 mL, 1.142 mmol) was added. After stirring at −40° C. for 30 min, the reaction mixture was quenched by adding i-PrOH and water. The mixture was extrac... As a reaction SMILES: [C:1]([O:2][C:3](=[O:4])[NH:7][c:8]1[c:9]([NH:19][C:20]([CH2:21][C:22](=[O:5])[c:24]2[cH:25][c:26](-[c:30]3[cH:31][c:32]([CH:36]([CH3:37])[CH3:38])[n:33][cH:34][cH:35]3)[cH:27][cH:28][cH:29]2)=[O:39])[cH:10][c:11]([C:15]([F:16])([F:17])[F:18])[c:12]([Cl:14])[cH:13]1)([CH3:6])([CH3:23])[CH3:40].[Cl:48][CH2:49][Cl:50].[F:41][C:42]([F:43])([F:44])[C:45]([OH:46])=[O:47]>>[N:7]1=[C:22]([c:24]2[cH:25][c:26](-[c:30]3[cH:31][c:32]([CH:36]([CH3:37])[CH3:38])[n:33][cH:34][cH:35]3)[cH:27][cH:28][cH:29]2)[CH2:21][C:20](=[O:39])[NH:19][c:9]2[c:8]1[cH:13][c:12]([Cl:14])[c:11]([C:15]([F:16])([F:17])[F:18])[cH:10]2. Yields the product CC(C)c1cc(-c2cccc(C3=Nc4cc(Cl)c(C(F)(F)F)cc4NC(=O)C3)c2)ccn1. The reactants are CC(C)c1cc(-c2cccc(C(=O)CC(=O)Nc3cc(C(F)(F)F)c(Cl)cc3NC(=O)OC(C)(C)C)c2)ccn1, ClCCl, O=C(O)C(F)(F)F. Reactants: N[C@@H](CC1=CC=C(C=C1)O)C(=O)O (L-tyrosine), ( 10 ), CO (methanol), C(C1=CC=CC=C1)Cl (benzyl chloride). The reagents and catalysts are S(=O)(=O)([O-])[O-].[Cu+2] (copper sulphate). Solvent: [OH-].[Na+] (NaOH), [OH-].[Na+] (NaOH). Run at temperature 60 celsius. Product: N[C@H](C(=O)O)CC1=CC=C(C=C1)OCC1=CC=CC=C1 ((S)-2-amino-3-(4-benzyloxyphenyl)propionic acid), solid. Isolated yield 70.0%. Reaction SMILES: [NH2:1][C@H:2]([C:11]([OH:13])=[O:12])[CH2:3][C:4]1[CH:9]=[CH:8][C:7]([OH:10])=[CH:6][CH:5]=1.CO.[CH2:16](Cl)[C:17]1[CH:22]=[CH:21][CH:20]=[CH:19][CH:18]=1>[OH-].[Na+].S([O-])([O-])(=O)=O.[Cu+2]>[NH2:1][C@@H:2]([CH2:3][C:4]1[CH:5]=[CH:6][C:7]([O:10][CH2:16][C:17]2[CH:22]=[CH:21][CH:20]=[CH:19][CH:18]=2)=[CH:8][CH:9]=1)[C:11]([OH:13])=[O:12] |f:3.4,5.6|. Procedure details: To a solution of L-tyrosine of the formula (10) (250 g) in 2N NaOH solution (552 ml), copper sulphate solution (172 g of CuSO4 in 600 ml of water) was added and heated at 60° C. for 2 h. The reaction mixture was cooled to room temperature and methanol (2.5 L) and 2N NaOH (83 ml) was added and then benzyl chloride (15 ml) was added drop wise. The reaction mass was allowed to warm to room temperature. The precipitate was filtered and washed to give the title compound as white to off-white solid (2... The reactants are O=C(O)c1c(F)c(F)c(F)c(F)c1C(=O)O, [NH4+], [NH4+], O=S(=O)([O-])[O-], O=S(=O)([O-])[O-], O. Product: O=C(O)c1cc(F)c(F)c(F)c1F. As a reaction SMILES: [F:1][c:2]1[c:3]([C:14](=[O:15])[OH:16])[c:4]([C:5]([OH:6])=[O:7])[c:8]([F:13])[c:9]([F:12])[c:10]1[F:11].[NH4+:22].[NH4+:23].[O-:17][S:18](=[O:19])(=[O:20])[O-:21].[O-:24][S:25](=[O:26])(=[O:27])[O-:28].[OH2:29]>>[F:1][c:2]1[c:3]([C:14](=[O:15])[OH:16])[cH:4][c:8]([F:13])[c:9]([F:12])[c:10]1[F:11]. Starting materials: N[C@@H](CC1=CC=CC=C1)C(=O)O (Phe), N[C@@H](CC(C)C)C(=O)O (Leu), N[C@@H](CCCNC(N)=N)C(=O)O (Arg), N[C@@H](C)C(=O)O (Ala), N[C@@H](CC1=CC=C(C=C1)O)C(=O)O (Tyr), CC(=O)CC(=O)O (diacetate). The product is N[C@@H](CCC(O)=O)C(=O)O (Glu). Reaction SMILES: N[C@H:2]([C:10]([OH:12])=[O:11])CC1C=CC=CC=1.[NH2:13][C@H:14]([C:16]([OH:18])=[O:17])[CH3:15].N[C@H](C(O)=O)CC1C=CC(O)=CC=1.N[C@H](C(O)=O)CC(C)C.N[C@H](C(O)=O)CCCNC(=N)N.CC(CC(O)=O)=O>>[NH2:13][C@H:14]([C:16]([OH:18])=[O:17])[CH2:15][CH2:2][C:10](=[O:11])[OH:12]. Procedure details: 1.02 His: 0.95 Phe: 0.95 Ala: 2.00 Tyr: 0.91 Leu: 1.00 Arg: 0.90 Pro: 0.96 Recovery: 103% (calculated as the diacetate). Reported procedure: To a solution of 2-(2-aminothiazol-4-yl)-2-difluoromethoxyiminoacetic acid (syn isomer) (948 mg) in N,N-dimethylformamide (20 ml) were added diisopropylethylamine (1.04 g) and mesyl chloride (920 mg) at -50° C., and the mixture was stirred for 30 minutes at the same temperature. On the other hand, a mixture of 7-amino-3-hydroxymethyl-3-cephem-4-carboxylic acid (1.0 g), N-trimethylsilylacetamide (16 g) and tetrahydrofuran (32 ml) was stirred for one hour at room temperature, cooled to -45° C. and... Isolated yield 38.7%. As a reaction SMILES: [NH2:1][C:2]1[S:3][CH:4]=[C:5]([C:7](=[N:11][O:12][CH:13]([F:15])[F:14])[C:8]([OH:10])=O)[N:6]=1.C(N(C(C)C)CC)(C)C.S(Cl)(C)(=O)=O.[NH2:30][CH:31]1[C:43](=[O:44])[N:33]2[C:34]([C:40]([OH:42])=[O:41])=[C:35]([CH2:38][OH:39])[CH2:36][S:37][C@H:32]12.C[Si](C)(C)NC(=O)C.C(=O)(O)[O-].[Na+:57]>CN(C)C=O.O.O1CCCC1>[NH2:1][C:2]1[S:3][CH:4]=[C:5]([C:7](=[N:11][O:12][CH:13]([F:15])[F:14])[C:8]([NH:30][CH:31]2[C:43](=[O:44])[N:33]3[C:34]([C:40]([O-:42])=[O:41])=[C:35]([CH2:38][OH:39])[CH2:36][S:37][C@H:32]23)=[O:10])[N:6]=1.[Na+:57] |f:5.6,10.11|. Run in CN(C=O)C (N,N-dimethylformamide), O (water), O1CCCC1 (tetrahydrofuran). Yields the product NC=1SC=C(N1)C(C(=O)NC1[C@@H]2N(C(=C(CS2)CO)C(=O)[O-])C1=O)=NOC(F)F.[Na+] (sodium 7-[2-(2-aminothiazol-4-yl)-2-difluoromethoxyiminoacetamido]-3-hydroxymethyl-3-cephem-4-carboxylate). Conditions: temperature -45 celsius, time 30 minute. The reactants are NC=1SC=C(N1)C(C(=O)O)=NOC(F)F (2-(2-aminothiazol-4-yl)-2-difluoromethoxyiminoacetic acid), C(C)(C)N(CC)C(C)C (diisopropylethylamine), S(=O)(=O)(C)Cl (mesyl chloride), C([O-])(O)=O.[Na+] (sodium bicarbonate), NC1[C@@H]2N(C(=C(CS2)CO)C(=O)O)C1=O (7-amino-3-hydroxymethyl-3-cephem-4-carboxylic acid), C[Si](NC(C)=O)(C)C (N-trimethylsilylacetamide). The reactants are C[Mg]Cl, CN(C)C(=CC=O)c1ccccc1, [Cl-], [NH4+], C1CCOC1, O. Product: CC(=CC=O)c1ccccc1. RXN SMILES: [CH3:14][Mg:15][Cl:16].[CH3:1][N:2]([C:3](=[CH:4][CH:5]=[O:6])[c:7]1[cH:8][cH:9][cH:10][cH:11][cH:12]1)[CH3:13].[Cl-:17].[NH4+:18].[O:20]1[CH2:21][CH2:22][CH2:23][CH2:24]1.[OH2:19]>>[C:3](=[CH:4][CH:5]=[O:6])([c:7]1[cH:8][cH:9][cH:10][cH:11][cH:12]1)[CH3:14]. The reactants are C(C(C)C)OCC=1NC(C2=C(N1)N=C(C=C2)C2=NC=CC=C2C(F)(F)F)=O (2-isobutoxymethyl-7-(3-trifluoromethyl-pyridin-2-yl)-3H-pyrido[2,3-d]pyrimidin-4-one), N1=C(C=CC=C1C)C (2,6-lutidine), O=P(Cl)(Cl)Cl (POCl3). Solvent: C(Cl)(Cl)Cl (CHCl3). Yields the product ClC=1C2=C(N=C(N1)COCC(C)C)N=C(C=C2)C2=NC=CC=C2C(F)(F)F (4-chloro-2-isobutoxymethyl-7-(3-trifluoromethyl-pyridin-2-yl)-pyrido[2,3-d]pyrimidine). As a reaction SMILES: [CH2:1]([O:5][CH2:6][C:7]1[NH:8][C:9](=O)[C:10]2[CH:16]=[CH:15][C:14]([C:17]3[C:22]([C:23]([F:26])([F:25])[F:24])=[CH:21][CH:20]=[CH:19][N:18]=3)=[N:13][C:11]=2[N:12]=1)[CH:2]([CH3:4])[CH3:3].N1C(C)=CC=CC=1C.O=P(Cl)(Cl)[Cl:38]>C(Cl)(Cl)Cl>[Cl:38][C:9]1[C:10]2[CH:16]=[CH:15][C:14]([C:17]3[C:22]([C:23]([F:26])([F:25])[F:24])=[CH:21][CH:20]=[CH:19][N:18]=3)=[N:13][C:11]=2[N:12]=[C:7]([CH2:6][O:5][CH2:1][CH:2]([CH3:4])[CH3:3])[N:8]=1. Procedure: Reflux a mixture of 2-isobutoxymethyl-7-(3-trifluoromethyl-pyridin-2-yl)-3H-pyrido[2,3-d]pyrimidin-4-one (0.510 g, 1.35 mmol), 2,6-lutidine (0.62 mL), and POCl3 (0.50 mL) in CHCl3 (10 mL) for 16 hours. Cool the mixture and concentrate under reduced pressure. Partition the residue between EtOAc and saturated NaHCO3 solution. Wash the EtOAc portion with additional NaHCO3 and then dry (Na2SO4) and concentrate under reduced pressure. Filter the brown residue through 2 inches of silica gel (1:1 EtOAc...